From a dataset of the Open Reaction Database (ORD), a public repository of structured organic reaction records. describe an organic reaction: reactants, conditions, products, and yield Starting materials: CC(C)(C)[Si](C)(C)OCCc1cccc(C=O)c1F, CC(=O)O[BH-](OC(C)=O)OC(C)=O, O=C([O-])O, CN1CCCC1=O, CC(=O)O, CC(C)c1nc(C(=O)N2CCOC3(CCNCC3)C2)cs1, O=C(O)C(F)(F)F, [Na+], [Na+], O. Yields the product CC(C)c1nc(C(=O)N2CCOC3(CCN(Cc4cccc(CCO[Si](C)(C)C(C)(C)C)c4F)CC3)C2)cs1. Reaction SMILES: [C:1]([CH3:2])([CH3:3])([CH3:4])[Si:5]([O:6][CH2:7][CH2:8][c:9]1[c:10]([F:17])[c:11]([CH:12]=[O:13])[cH:14][cH:15][cH:16]1)([CH3:18])[CH3:19].[C:48]([O:49][BH-:50]([O:51][C:52](=[O:53])[CH3:54])[O:55][C:56](=[O:57])[CH3:58])(=[O:59])[CH3:60].[C:62](=[O:63])([OH:64])[O-:65].[CH3:67][N:68]1[CH2:69][CH2:70][CH2:71][C:72]1=[O:73].[CH3:74][C:75](=[O:76])[OH:77].[CH:27]([CH3:28])([CH3:29])[c:30]1[s:31][cH:32][c:33]([C:35](=[O:36])[N:37]2[CH2:38][CH2:39][O:40][C:41]3([CH2:42]2)[CH2:43][CH2:44][NH:45][CH2:46][CH2:47]3)[n:34]1.[F:20][C:21]([F:22])([F:23])[C:24]([OH:25])=[O:26].[Na+:61].[Na+:66].[OH2:78]>>[C:1]([CH3:2])([CH3:3])([CH3:4])[Si:5]([O:6][CH2:7][CH2:8][c:9]1[c:10]([F:17])[c:11]([CH2:12][N:45]2[CH2:44][CH2:43][C:41]3([O:40][CH2:39][CH2:38][N:37]([C:35]([c:33]4[cH:32][s:31][c:30]([CH:27]([CH3:28])[CH3:29])[n:34]4)=[O:36])[CH2:42]3)[CH2:47][CH2:46]2)[cH:14][cH:15][cH:16]1)([CH3:18])[CH3:19].